Dataset: the Open Reaction Database (ORD), a public repository of structured organic reaction records. Task: describe an organic reaction: reactants, conditions, products, and yield Procedure: A solution of [1-(cyclopropylcarbamoylhydroxymethyl)cyclopropyl]carbamic acid tert-butyl ester in CH2Cl2 (5 mL) and TFA (5 mL) was stirred at room temperature for 2.5 h. The reaction mixture was concentrated and chased with toluene to yield 2-(1-aminocyclopropyl)-N-cyclopropyl-2-hydroxyacetamide. Reaction SMILES: C(OC(=O)[NH:7][C:8]1([CH:11]([C:13](=[O:18])[NH:14][CH:15]2[CH2:17][CH2:16]2)[OH:12])[CH2:10][CH2:9]1)(C)(C)C>C(Cl)Cl.C(O)(C(F)(F)F)=O>[NH2:7][C:8]1([CH:11]([OH:12])[C:13]([NH:14][CH:15]2[CH2:16][CH2:17]2)=[O:18])[CH2:10][CH2:9]1. Solvent: C(Cl)Cl (CH2Cl2), C(=O)(C(F)(F)F)O (TFA). The product is NC1(CC1)C(C(=O)NC1CC1)O (2-(1-aminocyclopropyl)-N-cyclopropyl-2-hydroxyacetamide). Starting materials: C(C)(C)(C)OC(NC1(CC1)C(O)C(NC1CC1)=O)=O ([1-(cyclopropylcarbamoylhydroxymethyl)cyclopropyl]carbamic acid tert-butyl ester). Reactants: C(C)(C)(C)C1=CC(=CC2=C1OCC2(C)C)C(C)=O (1-(7-tert-butyl-3,3-dimethyl-2,3-dihydrobenzo[b]furan-5-yl)-ethan-1-one), COC(N(C)C)OC (dimethylformamide dimethylacetal). Yields the product C(C)(C)(C)C1=CC(=CC2=C1OCC2(C)C)C(C=CN(C)C)=O (1-(7-tert-butyl-3,3-dimethyl-2,3-dihydrobenzo[b]furan-5-yl)-3-(N,N-dimethylamino)propen-1-one). Reaction SMILES: [C:1]([C:5]1[C:10]2[O:11][CH2:12][C:13]([CH3:15])([CH3:14])[C:9]=2[CH:8]=[C:7]([C:16](=[O:18])[CH3:17])[CH:6]=1)([CH3:4])([CH3:3])[CH3:2].CO[CH:21](OC)[N:22]([CH3:24])[CH3:23]>>[C:1]([C:5]1[C:10]2[O:11][CH2:12][C:13]([CH3:15])([CH3:14])[C:9]=2[CH:8]=[C:7]([C:16](=[O:18])[CH:17]=[CH:21][N:22]([CH3:24])[CH3:23])[CH:6]=1)([CH3:4])([CH3:2])[CH3:3]. Procedure: A solution of 1-(7-tert-butyl-3,3-dimethyl-2,3-dihydrobenzo[b]furan-5-yl)-ethan-1-one (Example 2) (1.54 g, 6.25 mmol) in dimethylformamide dimethylacetal (15 mL) is heated at reflux for 17 h. The reaction mixture is evaporated, and the yellow residue is crystallized from hexanes to give 1-(7-tert-butyl-3,3-dimethyl-2,3-dihydrobenzo[b]furan-5-yl)-3-(N,N-dimethylamino)propen-1-one. Starting materials: COc1ccc(S(=O)(=O)Cl)cc1OC, Nc1ccc(Cl)cc1C(=O)c1ccccc1Cl, c1ccncc1. Yields the product COc1ccc(S(=O)(=O)Nc2ccc(Cl)cc2C(=O)c2ccccc2Cl)cc1OC. Reaction SMILES: [CH3:18][O:19][c:20]1[cH:21][c:22]([S:28](=[O:29])(=[O:30])[Cl:31])[cH:23][cH:24][c:25]1[O:26][CH3:27].[NH2:1][c:2]1[c:3]([C:4](=[O:5])[c:6]2[c:7]([Cl:12])[cH:8][cH:9][cH:10][cH:11]2)[cH:13][c:14]([Cl:17])[cH:15][cH:16]1.[cH:32]1[cH:33][cH:34][n:35][cH:36][cH:37]1>>[NH:1]([c:2]1[c:3]([C:4](=[O:5])[c:6]2[c:7]([Cl:12])[cH:8][cH:9][cH:10][cH:11]2)[cH:13][c:14]([Cl:17])[cH:15][cH:16]1)[S:28]([c:22]1[cH:21][c:20]([O:19][CH3:18])[c:25]([O:26][CH3:27])[cH:24][cH:23]1)(=[O:29])=[O:30]. Reactants: N#CCCn1nccc1-c1ccc(Oc2ccc(F)cc2)cc1, [K+], [OH-], OO. Product: NC(=O)CCn1nccc1-c1ccc(Oc2ccc(F)cc2)cc1. RXN SMILES: [C:1](#[N:2])[CH2:3][CH2:4][n:5]1[n:6][cH:7][cH:8][c:9]1-[c:10]1[cH:11][cH:12][c:13]([O:16][c:17]2[cH:18][cH:19][c:20]([F:23])[cH:21][cH:22]2)[cH:14][cH:15]1.[K+:25].[OH-:24].[OH:26][OH:27]>>[C:1]([NH2:2])([CH2:3][CH2:4][n:5]1[n:6][cH:7][cH:8][c:9]1-[c:10]1[cH:11][cH:12][c:13]([O:16][c:17]2[cH:18][cH:19][c:20]([F:23])[cH:21][cH:22]2)[cH:14][cH:15]1)=[O:24]. The reactants are CCO, COCC(=O)NC1c2ccccc2CC1C, Cl, O. Yields the product CC1Cc2ccccc2C1N, Cl. As a reaction SMILES: [CH3:18][CH2:19][OH:20].[CH3:2][CH:3]1[CH:4]([NH:12][C:13](=[O:14])[CH2:15][O:16][CH3:17])[c:5]2[cH:6][cH:7][cH:8][cH:9][c:10]2[CH2:11]1.[ClH:1].[OH2:21]>>[CH3:2][CH:3]1[CH:4]([NH2:12])[c:5]2[cH:6][cH:7][cH:8][cH:9][c:10]2[CH2:11]1.[ClH:1].